Dataset: the Open Reaction Database (ORD), a public repository of structured organic reaction records. Task: describe an organic reaction: reactants, conditions, products, and yield Reactants: ClCC(=O)N(C1=C2C=CN(C2=CC=C1)[Si](C(C)C)(C(C)C)C(C)C)C1=CC=CC=C1 (2-Chloro-N-phenyl-N-(1-triisopropylsilanyl-1H-indol-4-yl)-acetamide), CN (MeNH2). Yields the product CNCC(=O)N(C1=C2C=CN(C2=CC=C1)[Si](C(C)C)(C(C)C)C(C)C)C1=CC=CC=C1 (2-Methylamino-N-phenyl-N-(1-triisopropylsilanyl-1H-indol-4-yl)-acetamide). As a reaction SMILES: Cl[CH2:2][C:3]([N:5]([C:25]1[CH:30]=[CH:29][CH:28]=[CH:27][CH:26]=1)[C:6]1[CH:14]=[CH:13][CH:12]=[C:11]2[C:7]=1[CH:8]=[CH:9][N:10]2[Si:15]([CH:22]([CH3:24])[CH3:23])([CH:19]([CH3:21])[CH3:20])[CH:16]([CH3:18])[CH3:17])=[O:4].[CH3:31][NH2:32]>>[CH3:31][NH:32][CH2:2][C:3]([N:5]([C:25]1[CH:30]=[CH:29][CH:28]=[CH:27][CH:26]=1)[C:6]1[CH:14]=[CH:13][CH:12]=[C:11]2[C:7]=1[CH:8]=[CH:9][N:10]2[Si:15]([CH:22]([CH3:24])[CH3:23])([CH:19]([CH3:21])[CH3:20])[CH:16]([CH3:18])[CH3:17])=[O:4]. Procedure details: A solution of 2-chloro-N-phenyl-N-(1-triisopropylsilanyl-1H-indol-4-yl)-acetamide XXII (192 mg, 0.435 mmol) and MeNH2 (33% w in EtOH, 2 ml) was stirred for 2.5 h. The solvent was evaporated and the residue was partitioned between EtOAc and a saturated solution of NaHCO3. The aqueous layer was extracted twice with EtOAc. The combined organic layers were dried over Na2SO4, filtered, concentrated, and the resulting crude 2-methylamino-N-phenyl-N-(1-triisopropylsilanyl-1H-indol-4-yl)-acetamide XXIII... The reactants are CN1N=C(C2=C1N=NC(=C2O)C2=CC=CC=C2)N2CCCC2 (1-methyl-5-phenyl-3-(pyrrolidin-1-yl)-1H-pyrazolo[3,4-c]pyridazin-4-ol), O=P(Cl)(Cl)Cl (POCl3). Reported procedure: A suspension of 1-methyl-5-phenyl-3-(pyrrolidin-1-yl)-1H-pyrazolo[3,4-c]pyridazin-4-ol (117 mg) in POCl3 (1.9 mL) was heated to 60° C. for 2.5 h. The mixture was concentrated in vacuo and the residue was partitioned between CH2Cl2 and sat. aq. NaHCO3 solution. The layers were separated and the aqueous was extracted with CH2Cl2, the combined organics were dried (MgSO4), filtered and concentrated in vacuo. The residue was purified by chromatography on silica gel to give the title compound (81 mg). Yields the product ClC1=C2C(=NN=C1C1=CC=CC=C1)N(N=C2N2CCCC2)C (4-chloro-1-methyl-5-phenyl-3-pyrrolidin-1-yl-pyrazolo[3,4-c]pyridazine). As a reaction SMILES: [CH3:1][N:2]1[C:6]2[N:7]=[N:8][C:9]([C:12]3[CH:17]=[CH:16][CH:15]=[CH:14][CH:13]=3)=[C:10](O)[C:5]=2[C:4]([N:18]2[CH2:22][CH2:21][CH2:20][CH2:19]2)=[N:3]1.O=P(Cl)(Cl)[Cl:25]>>[Cl:25][C:10]1[C:9]([C:12]2[CH:17]=[CH:16][CH:15]=[CH:14][CH:13]=2)=[N:8][N:7]=[C:6]2[N:2]([CH3:1])[N:3]=[C:4]([N:18]3[CH2:22][CH2:21][CH2:20][CH2:19]3)[C:5]=12. Conditions: temperature 60 celsius. Reactants: CCOCCO, COc1cc2ncc(C#N)c(Cl)c2cc1OC, Cl, NC(=O)c1ccc(N)cc1, c1ccncc1. The product is COc1cc2ncc(C#N)c(Nc3ccc(C(N)=O)cc3)c2cc1OC. As a reaction SMILES: [CH3:35][CH2:36][O:37][CH2:38][CH2:39][OH:40].[Cl:1][c:2]1[c:3]([C:16]#[N:17])[cH:4][n:5][c:6]2[cH:7][c:8]([O:14][CH3:15])[c:9]([O:12][CH3:13])[cH:10][c:11]12.[ClH:18].[NH2:25][c:26]1[cH:27][cH:28][c:29]([C:30](=[O:31])[NH2:32])[cH:33][cH:34]1.[n:19]1[cH:20][cH:21][cH:22][cH:23][cH:24]1>>[c:2]1([NH:25][c:26]2[cH:27][cH:28][c:29]([C:30](=[O:31])[NH2:32])[cH:33][cH:34]2)[c:3]([C:16]#[N:17])[cH:4][n:5][c:6]2[cH:7][c:8]([O:14][CH3:15])[c:9]([O:12][CH3:13])[cH:10][c:11]12.